From a dataset of the Open Reaction Database (ORD), a public repository of structured organic reaction records. describe an organic reaction: reactants, conditions, products, and yield Reactants: C(C)(C)(C)OC(=O)N(C=1C(=NC(=CN1)C=1CCN(CC1)C(=O)OC(C)(C)C)C(=O)OC)C(=O)OC(C)(C)C (methyl 3-[bis(tert-butoxycarbonyl)amino]-6-(1-tert-butoxycarbonyl-3,6-dihydro-2H-pyridin-4-yl)pyrazine-2-carboxylate). The reagents and catalysts are [Pd] (Pd/C). Solvent: CO (methanol). Product: C(C)(C)(C)OC(=O)N(C=1C(=NC(=CN1)C1CCN(CC1)C(=O)OC(C)(C)C)C(=O)OC)C(=O)OC(C)(C)C (methyl 3-[bis(tert-butoxycarbonyl)amino]-6-(1-tert-butoxycarbonyl-4-piperidyl)pyrazine-2-carboxylate). Isolated yield 40.9%. As a reaction SMILES: [C:1]([O:5][C:6]([N:8]([C:32]([O:34][C:35]([CH3:38])([CH3:37])[CH3:36])=[O:33])[C:9]1[C:10]([C:28]([O:30][CH3:31])=[O:29])=[N:11][C:12]([C:15]2[CH2:16][CH2:17][N:18]([C:21]([O:23][C:24]([CH3:27])([CH3:26])[CH3:25])=[O:22])[CH2:19][CH:20]=2)=[CH:13][N:14]=1)=[O:7])([CH3:4])([CH3:3])[CH3:2]>CO.[Pd]>[C:35]([O:34][C:32]([N:8]([C:6]([O:5][C:1]([CH3:4])([CH3:3])[CH3:2])=[O:7])[C:9]1[C:10]([C:28]([O:30][CH3:31])=[O:29])=[N:11][C:12]([CH:15]2[CH2:20][CH2:19][N:18]([C:21]([O:23][C:24]([CH3:26])([CH3:27])[CH3:25])=[O:22])[CH2:17][CH2:16]2)=[CH:13][N:14]=1)=[O:33])([CH3:36])([CH3:37])[CH3:38]. Procedure: A solution of methyl 3-[bis(tert-butoxycarbonyl)amino]-6-(1-tert-butoxycarbonyl-3,6-dihydro-2H-pyridin-4-yl)pyrazine-2-carboxylate (700 mg, 1.3 mmol) in methanol (28 mL) was stirred with 10% Pd/C (wet) (557 mg, 0.26 mmol) at 35° C. under an atmosphere of hydrogen for 16 h. The reaction mixture was filtered, concentrated in vacuo, and purified via silica gel column chromatography using 10-70% ethyl acetate/hexane to provide methyl 3-[bis(tert-butoxycarbonyl)amino]-6-(1-tert-butoxycarbonyl-4-piper... Starting materials: COC=1C(C(=C(C(C1OC)=O)CC=1C=CC(=C(C(=O)NC2=CC=C(C=C2)C(C)=O)C1)OC(C)=O)C)=O (N-[5-(5,6-Dimethoxy-3-methyl-1,4-benzoquinon-2-yl)methyl-2-acetoxybenzoyl]-4-acetylaniline), C(O)([O-])=O.[Na+] (sodium hydrogencarbonate). The solvent is CO (methanol), O (water). Product: COC=1C(C(=C(C(C1OC)=O)CC=1C=CC(=C(C(=O)NC2=CC=C(C=C2)C(C)=O)C1)O)C)=O (N-[5-(5,6-Dimethoxy-3-methyl-1,4-benzoquinon-2-yl)methyl-2-hydroxybenzoyl]-4-acetylaniline). Isolated yield 65.2%. Reaction SMILES: [CH3:1][O:2][C:3]1[C:4](=[O:36])[C:5]([CH3:35])=[C:6]([CH2:12][C:13]2[CH:14]=[CH:15][C:16]([O:31]C(=O)C)=[C:17]([CH:30]=2)[C:18]([NH:20][C:21]2[CH:26]=[CH:25][C:24]([C:27](=[O:29])[CH3:28])=[CH:23][CH:22]=2)=[O:19])[C:7](=[O:11])[C:8]=1[O:9][CH3:10].C(=O)([O-])O.[Na+]>CO.O>[CH3:1][O:2][C:3]1[C:4](=[O:36])[C:5]([CH3:35])=[C:6]([CH2:12][C:13]2[CH:14]=[CH:15][C:16]([OH:31])=[C:17]([CH:30]=2)[C:18]([NH:20][C:21]2[CH:22]=[CH:23][C:24]([C:27](=[O:29])[CH3:28])=[CH:25][CH:26]=2)=[O:19])[C:7](=[O:11])[C:8]=1[O:9][CH3:10] |f:1.2|. Procedure: N-[5-(5,6-Dimethoxy-3-methyl-1,4-benzoquinon-2-yl)methyl-2-acetoxybenzoyl]-4-acetylaniline (0.100 g, 0.204 mmol) was dissolved in methanol (6 ml) and after adding thereto an aqueous saturated sodium hydrogencarbonate solution (3 ml), the solution was stirred at room temperature for 3 hours. After the completion of reaction, the reaction solution was diluted with water and then extracted with ethyl acetate. The extract was washed with water and then dried, and the solvent was removed by distillat... The reactants are CC1=C(C(=CC=C1)C)N1C=C(C=C1)\C(=C/C(=O)O)\C ((Z)-3-[1-(2,6-dimethylphenyl)-1H-pyrrol-3-yl]-2-butenoic acid), CNO (N-methylhydroxylamine). The product is CC1=C(C(=CC=C1)C)N1C=C(C=C1)\C(=C/C(=O)N(C)O)\C ((Z)-3-[1-(2,6-dimethylphenyl)-1H-pyrrol-3-yl]-N-hydroxy-N-methyl-2-butenamide). RXN SMILES: [CH3:1][C:2]1[CH:7]=[CH:6][CH:5]=[C:4]([CH3:8])[C:3]=1[N:9]1[CH:13]=[CH:12][C:11](/[C:14](/[CH3:19])=[CH:15]\[C:16](O)=[O:17])=[CH:10]1.[CH3:20][NH:21][OH:22]>>[CH3:1][C:2]1[CH:7]=[CH:6][CH:5]=[C:4]([CH3:8])[C:3]=1[N:9]1[CH:13]=[CH:12][C:11](/[C:14](/[CH3:19])=[CH:15]\[C:16]([N:21]([OH:22])[CH3:20])=[O:17])=[CH:10]1. Reported procedure: Condensation of (Z)-3-[1-(2,6-dimethylphenyl)-1H-pyrrol-3-yl]-2-butenoic acid is condensed with N-methylhydroxylamine as described in example 1(a) to yield (Z)-3-[1-(2,6-dimethylphenyl)-1H-pyrrol-3-yl]-N-hydroxy-N-methyl-2-butenamide, m.p. 158°-160°. The reactants are C(C)(=O)SC(C(=O)NCC(=O)N1[C@H](C(=O)O)CCC1C1=CC=CC=C1)CC1=CC=C(C=C1)O (N-[N-[2-Acetylthio-3-(para-hydroxyphenyl)propanoyl]glycyl]-5-phenylproline), [OH-].[Na+] (sodium hydroxide). The solvent is CO (methanol). The product is SC(C(=O)NCC(=O)N1[C@H](C(=O)O)CCC1C1=CC=CC=C1)CC1=CC=C(C=C1)O (N-[N-[2-Mercapto-3-(para-hydroxyphenyl)propanoyl]glycyl]-5-phenylproline). Yield: 97.6%. RXN SMILES: C([S:4][CH:5]([CH2:26][C:27]1[CH:32]=[CH:31][C:30]([OH:33])=[CH:29][CH:28]=1)[C:6]([NH:8][CH2:9][C:10]([N:12]1[CH:19]([C:20]2[CH:25]=[CH:24][CH:23]=[CH:22][CH:21]=2)[CH2:18][CH2:17][C@H:13]1[C:14]([OH:16])=[O:15])=[O:11])=[O:7])(=O)C.[OH-].[Na+]>CO>[SH:4][CH:5]([CH2:26][C:27]1[CH:28]=[CH:29][C:30]([OH:33])=[CH:31][CH:32]=1)[C:6]([NH:8][CH2:9][C:10]([N:12]1[CH:19]([C:20]2[CH:25]=[CH:24][CH:23]=[CH:22][CH:21]=2)[CH2:18][CH2:17][C@H:13]1[C:14]([OH:16])=[O:15])=[O:11])=[O:7] |f:1.2|. Reported procedure: 450 mg of the compound obtained in Example 9 are dissolved in 5 ml of degassed methanol. 2 ml of 1M sodium hydroxide are added at 0° C., and the reaction is continued as described in Example 3. 400 mg of the expected compound are obtained in the form of a white solid. As a reaction SMILES: [CH3:23][CH2:24][OH:25].[Cl:1][c:2]1[cH:3][cH:4][c:5]2[cH:6][cH:7][c:8]3[n:9]([c:10]2[cH:11]1)[cH:12][c:13]([C:15](=[O:16])[O:17][CH2:18][CH3:19])[n:14]3.[ClH:22].[Na+:21].[OH-:20].[OH2:26]>>[Cl:1][c:2]1[cH:3][cH:4][c:5]2[cH:6][cH:7][c:8]3[n:9]([c:10]2[cH:11]1)[cH:12][c:13]([C:15](=[O:16])[OH:17])[n:14]3. Starting materials: CCO, CCOC(=O)c1cn2c(ccc3ccc(Cl)cc32)n1, Cl, [Na+], [OH-], O. Yields the product O=C(O)c1cn2c(ccc3ccc(Cl)cc32)n1. The reactants are BrC=1C=C2C(=CC1)OC(CC21N=C(N(C1=O)C)SC)C1=CC(=CC=C1)F (6-bromo-2-(3-fluorophenyl)-1′-methyl-2′-(methylthio)spiro[chroman-4,4′-imidazol]-5′(1′H)-one), [NH4+].[I-] (NH4I). Solvent: N.CCO (NH3 EtOH). Product: NC=1N(C(C2(N1)CC(OC1=CC=C(C=C12)Br)C1=CC(=CC=C1)F)=O)C (2′-amino-6-bromo-2-(3-fluorophenyl)-1′-methylspiro[chroman-4,4′-imidazol]-5′(1′H)-one). Isolated yield 49.5%. As a reaction SMILES: [Br:1][C:2]1[CH:3]=[C:4]2[C:11]3([C:15](=[O:16])[N:14]([CH3:17])[C:13](SC)=[N:12]3)[CH2:10][CH:9]([C:20]3[CH:25]=[CH:24][CH:23]=[C:22]([F:26])[CH:21]=3)[O:8][C:5]2=[CH:6][CH:7]=1.[NH4+:27].[I-]>N.CCO>[NH2:27][C:13]1[N:14]([CH3:17])[C:15](=[O:16])[C:11]2([C:4]3[C:5](=[CH:6][CH:7]=[C:2]([Br:1])[CH:3]=3)[O:8][CH:9]([C:20]3[CH:25]=[CH:24][CH:23]=[C:22]([F:26])[CH:21]=3)[CH2:10]2)[N:12]=1 |f:1.2,3.4|. Procedure: A solution of 6-bromo-2-(3-fluorophenyl)-1′-methyl-2′-(methylthio)spiro[chroman-4,4′-imidazol]-5′(1′H)-one (80 mg, 0.18 mmol) and NH4I (52 mg, 0.36 mmol) in NH3/EtOH (4 mL, 1.5 N) was heated at 110° C. in a tube in a microwave reactor for 2-2.5 h. After cooling, the mixture was concentrated in vacuo to give a residue, which was purified by preparative TLC and then by preparative HPLC to afford 2′-amino-6-bromo-2-(3-fluorophenyl)-1′-methylspiro[chroman-4,4′-imidazol]-5′(1′H)-one (36 mg, 50%). 1H-... Reactants: CC(=O)OC(C)=O, CN(C)c1ccncc1, Cc1nc(Cl)ncc1N, ClCCl, O, c1ccncc1. The product is CC(=O)Nc1cnc(Cl)nc1C. As a reaction SMILES: [CH3:16][C:17](=[O:18])[O:19][C:20](=[O:21])[CH3:22].[CH3:27][N:28]([CH3:29])[c:30]1[cH:31][cH:32][n:33][cH:34][cH:35]1.[Cl:1][c:2]1[n:3][cH:4][c:5]([NH2:9])[c:6]([CH3:8])[n:7]1.[Cl:24][CH2:25][Cl:26].[OH2:23].[cH:10]1[cH:11][cH:12][n:13][cH:14][cH:15]1>>[Cl:1][c:2]1[n:3][cH:4][c:5]([NH:9][C:17]([CH3:16])=[O:18])[c:6]([CH3:8])[n:7]1. The reactants are ClC1=NC=NC2=CC(=C(C=C12)OC)OC (4-chloro-6,7-dimethoxyquinazoline), [H-].[Na+] (Sodium hydride), CS(=O)C (dimethyl sulfoxide), NC1=C(C=C(C=C1)O)OC (4-Amino-3-methoxyphenol). Solvent: O (Water). Conditions: temperature 50 celsius, time 20 minute. Yields the product COC=1C=C2C(=NC=NC2=CC1OC)OC1=CC(=C(N)C=C1)OC (4-[(6,7-Dimethoxy-4-quinazolinyl)oxy]-2-methoxyaniline). Yield: 71.6%. As a reaction SMILES: [H-].[Na+].CS(C)=O.[NH2:7][C:8]1[CH:13]=[CH:12][C:11]([OH:14])=[CH:10][C:9]=1[O:15][CH3:16].Cl[C:18]1[C:27]2[C:22](=[CH:23][C:24]([O:30][CH3:31])=[C:25]([O:28][CH3:29])[CH:26]=2)[N:21]=[CH:20][N:19]=1>O>[CH3:29][O:28][C:25]1[CH:26]=[C:27]2[C:22](=[CH:23][C:24]=1[O:30][CH3:31])[N:21]=[CH:20][N:19]=[C:18]2[O:14][C:11]1[CH:12]=[CH:13][C:8]([NH2:7])=[C:9]([O:15][CH3:16])[CH:10]=1 |f:0.1|. Procedure details: Sodium hydride (60 wt %, 3.2 g) was added to dimethyl sulfoxide (50 ml), and the mixture was stirred at 50° C. for 20 min. 4-Amino-3-methoxyphenol (5.6 g) was added thereto, and the mixture was stirred at room temperature for 10 min. Next, 4-chloro-6,7-dimethoxyquinazoline (7.0 g) was added thereto, and the mixture was stirred at 100° C. overnight. Water was added to the reaction solution, and the mixture was extracted with chloroform. The chloroform layer was then washed with a saturated aqueou... As a reaction SMILES: [CH2:17]1[O:18][CH2:19][CH2:20][CH2:21]1.[CH3:1][O:2][C:3](=[O:4])[CH:5]1[CH2:6][CH2:7][c:8]2[cH:9][cH:10][cH:11][c:12](=[O:14])[n:13]21.[Li+:16].[OH-:15]>>[O:2]=[C:3]([OH:4])[CH:5]1[CH2:6][CH2:7][c:8]2[cH:9][cH:10][cH:11][c:12](=[O:14])[n:13]21. The reactants are C1CCOC1, COC(=O)C1CCc2cccc(=O)n21, [Li+], [OH-]. Yields the product O=C(O)C1CCc2cccc(=O)n21.